Task: describe an organic reaction: reactants, conditions, products, and yield. Dataset: the Open Reaction Database (ORD), a public repository of structured organic reaction records Reactants: B(O)O (boronic acid), BrC=1C=C(C=O)C=CN1 (2-bromoisonicotinaldehyde), O1C=C(C=C1)B(O)O (furan-3-ylboronic acid). The product is O1C=C(C=C1)C=1C=C(C=O)C=CN1 (2-(furan-3-yl)isonicotinaldehyde). As a reaction SMILES: B(O)O.Br[C:5]1[CH:6]=[C:7]([CH:10]=[CH:11][N:12]=1)[CH:8]=[O:9].[O:13]1[CH:17]=[CH:16][C:15](B(O)O)=[CH:14]1>>[O:13]1[CH:17]=[CH:16][C:15]([C:5]2[CH:6]=[C:7]([CH:10]=[CH:11][N:12]=2)[CH:8]=[O:9])=[CH:14]1. Procedure details: 2-(furan-3-yl)isonicotinaldehyde was prepared using the general boronic acid coupling procedure for 2-bromoisonicotinaldehyde and furan-3-ylboronic acid (67 mg, 93.2 mg theoretical, 61.2%). LC-MS m/z 174.2 (M+1). Reactants: NC=1C(=C(OCC(C(=O)OCC2=CC=CC=C2)(C)C)C=CC1)C#N (benzyl 3-(3-amino-2-cyanophenoxy)-2,2-dimethylpropanoate), O=C(CC(=O)OCC)C (ethyl 3-oxobutanoate). Product: NC1=C(C(=NC2=CC=CC(=C12)OCC(C(=O)O)(C)C)C)C(=O)OCC (3-((4-amino-3-(ethoxycarbonyl)-2-methylquinolin-5-yl)oxy)-2,2-dimethylpropanoic acid). As a reaction SMILES: [NH2:1][C:2]1[C:3]([C:23]#[N:24])=[C:4]([CH:20]=[CH:21][CH:22]=1)[O:5][CH2:6][C:7]([CH3:19])([CH3:18])[C:8]([O:10]CC1C=CC=CC=1)=[O:9].O=[C:26]([CH3:33])[CH2:27][C:28]([O:30][CH2:31][CH3:32])=[O:29]>>[NH2:24][C:23]1[C:3]2[C:2](=[CH:22][CH:21]=[CH:20][C:4]=2[O:5][CH2:6][C:7]([CH3:18])([CH3:19])[C:8]([OH:10])=[O:9])[N:1]=[C:26]([CH3:33])[C:27]=1[C:28]([O:30][CH2:31][CH3:32])=[O:29]. Procedure: Prepared as in Example 2a from benzyl 3-(3-amino-2-cyanophenoxy)-2,2-dimethylpropanoate (Example 47c) and ethyl 3-oxobutanoate as a brown solid (80%). MS 192 (MH+). Product: C=C(C)C(=O)OCC(O)CN1C2CCCCC2C(C)CC1(C)C. Starting materials: C=C(C)C(=O)OCC1CO1, CC1CC(C)(C)NC2CCCCC12, CCO, Cc1ccc(S(=O)(=O)O)cc1. RXN SMILES: [C:14]([C:15](=[CH2:16])[CH3:17])(=[O:18])[O:19][CH2:20][CH:21]1[CH2:22][O:23]1.[CH3:1][C:2]1([CH3:13])[NH:3][CH:4]2[CH2:5][CH2:6][CH2:7][CH2:8][CH:9]2[CH:10]([CH3:12])[CH2:11]1.[CH3:35][CH2:36][OH:37].[c:24]1([CH3:25])[cH:26][cH:27][c:28]([S:29]([OH:30])(=[O:31])=[O:32])[cH:33][cH:34]1>>[CH3:1][C:2]1([CH3:13])[N:3]([CH2:22][CH:21]([CH2:20][O:19][C:14]([C:15](=[CH2:16])[CH3:17])=[O:18])[OH:23])[CH:4]2[CH2:5][CH2:6][CH2:7][CH2:8][CH:9]2[CH:10]([CH3:12])[CH2:11]1. Reactants: C(CCC)[Sn](C=C)(CCCC)CCCC (tributyl(vinyl)tin), BrC=1C(N(C(=C(C1OCC1=C(C=C(C=C1)F)F)I)C)C1=C(C=CC=C1F)F)=O (3-bromo-4-[(2,4-difluorobenzyl)oxy]-1-(2,6-difluorophenyl)-5-iodo-6-methylpyridin-2(1H)-one), C(C)#N.O (acetonitrile water). Reagents/catalysts: C=1C=CC(=CC1)[P](C=2C=CC=CC2)(C=3C=CC=CC3)[Pd]([P](C=4C=CC=CC4)(C=5C=CC=CC5)C=6C=CC=CC6)([P](C=7C=CC=CC7)(C=8C=CC=CC8)C=9C=CC=CC9)[P](C=1C=CC=CC1)(C=1C=CC=CC1)C=1C=CC=CC1 (tetrakis(triphenylphosphine)palladium). Run in C1CCOC1 (THF). Run at temperature 68 celsius, time 12 hour. The product is BrC=1C(N(C(=C(C1OCC1=C(C=C(C=C1)F)F)C=C)C)C1=C(C=CC=C1F)F)=O (3-bromo-4-[(2,4-difluorobenzyl)oxy]-1-(2,6-difluorophenyl)-6-methyl-5-vinylpyridin-2(1H)-one). RXN SMILES: [Br:1][C:2]1[C:3](=[O:28])[N:4]([C:20]2[C:25]([F:26])=[CH:24][CH:23]=[CH:22][C:21]=2[F:27])[C:5]([CH3:19])=[C:6](I)[C:7]=1[O:8][CH2:9][C:10]1[CH:15]=[CH:14][C:13]([F:16])=[CH:12][C:11]=1[F:17].[CH2:29]([Sn](CCCC)(CCCC)C=C)[CH2:30]CC.C(#N)C.O>C1COCC1.C1C=CC([P]([Pd]([P](C2C=CC=CC=2)(C2C=CC=CC=2)C2C=CC=CC=2)([P](C2C=CC=CC=2)(C2C=CC=CC=2)C2C=CC=CC=2)[P](C2C=CC=CC=2)(C2C=CC=CC=2)C2C=CC=CC=2)(C2C=CC=CC=2)C2C=CC=CC=2)=CC=1>[Br:1][C:2]1[C:3](=[O:28])[N:4]([C:20]2[C:25]([F:26])=[CH:24][CH:23]=[CH:22][C:21]=2[F:27])[C:5]([CH3:19])=[C:6]([CH:29]=[CH2:30])[C:7]=1[O:8][CH2:9][C:10]1[CH:15]=[CH:14][C:13]([F:16])=[CH:12][C:11]=1[F:17] |f:2.3,^1:56,58,77,96|. Reported procedure: To a room temperature solution of 3-bromo-4-[(2,4-difluorobenzyl)oxy]-1-(2,6-difluorophenyl)-5-iodo-6-methylpyridin-2(1H)-one (1.00 g, 1.76 mmol) in anhydrous THF (12 mL) was added, sequentially, tributyl(vinyl)tin (1.21 g, 3.81 mmol) and tetrakis(triphenylphosphine)palladium (236 mg, 0.204 mmol) under an argon stream. The reaction vessel was then equipped with a reflux condenser and the reaction system purged with an argon flow. The resulting yellow solution was heated to 68° C. and stirred und... Reactants: O (water), C1(=CC=CC=C1)C=1N=C(NC1C1=CC=CC=C1)SCCCCCNCCCCCCC (N-[5-(4,5-diphenyl-1H-imidazol-2-ylthio)pentyl]-heptanamine), ClC1=C2NC=NC2=NC=N1 (6-chloropurine), C(C)(C)NC(C)C (diisopropylamine). Solvent: C(C)#N (acetonitrile). Product: C1(=CC=CC=C1)C=1N=C(NC1C1=CC=CC=C1)SCCCCCN(CCCCCCC)C1=C2NC=NC2=NC=N1 (6-[N-(5-(4,5-diphenyl-1H-imidazol-2-ylthio)pentyl)-N-heptylamino]-purine). As a reaction SMILES: [C:1]1([C:7]2[N:8]=[C:9]([S:18][CH2:19][CH2:20][CH2:21][CH2:22][CH2:23][NH:24][CH2:25][CH2:26][CH2:27][CH2:28][CH2:29][CH2:30][CH3:31])[NH:10][C:11]=2[C:12]2[CH:17]=[CH:16][CH:15]=[CH:14][CH:13]=2)[CH:6]=[CH:5][CH:4]=[CH:3][CH:2]=1.Cl[C:33]1[N:41]=[CH:40][N:39]=[C:38]2[C:34]=1[NH:35][CH:36]=[N:37]2.C(NC(C)C)(C)C.O>C(#N)C>[C:1]1([C:7]2[N:8]=[C:9]([S:18][CH2:19][CH2:20][CH2:21][CH2:22][CH2:23][N:24]([C:33]3[N:41]=[CH:40][N:39]=[C:38]4[C:34]=3[NH:35][CH:36]=[N:37]4)[CH2:25][CH2:26][CH2:27][CH2:28][CH2:29][CH2:30][CH3:31])[NH:10][C:11]=2[C:12]2[CH:13]=[CH:14][CH:15]=[CH:16][CH:17]=2)[CH:2]=[CH:3][CH:4]=[CH:5][CH:6]=1. Reported procedure: A solution of N-[5-(4,5-diphenyl-1H-imidazol-2-ylthio)pentyl]-heptanamine (5.30 g, 12.2 mmol), 6-chloropurine (1.90 g, 12.3 mmol), and diisopropylamine (3.00 mL, 17.2 mmol) in acetonitrile (50 mL) was heated to mild reflux for 18 hours, and then cooled and poured into water (200 mL). This was extracted with methylene chloride (2×200 mL), and the extracts were combined, dried over anhydrous potassium carbonate, filtered and evaporated. The residue was separated by flash chromatography (ethyl acet...